Dataset: the Open Reaction Database (ORD), a public repository of structured organic reaction records. Task: describe an organic reaction: reactants, conditions, products, and yield Reactants: C(C)(=O)N1CCN(CC1)C=1N=CC2=C(N1)N(C=C(C2=O)C(=O)OCC)CC (Ethyl 2-(4-acetyl-1-piperazinyl)-5,8-dihydro-8-ethyl-5-oxopyrido[2,3-d]pyrimidine-6-carboxylate). Run in aqueous solution, C([O-])([O-])=O.[Na+].[Na+] (sodium carbonate). Run at temperature 90 celsius. Yields the product C(C)(=O)N1CCN(CC1)C=1N=CC2=C(N1)N(C=C(C2=O)C(=O)O)CC (2-(4-Acetyl-1-piperazinyl)-5,8-dihydro-8-ethyl-5-oxopyrido[2,3-d]pyrimidine-6-carboxylic acid). Isolated yield 88.7%. Reaction SMILES: [C:1]([N:4]1[CH2:9][CH2:8][N:7]([C:10]2[N:11]=[CH:12][C:13]3[C:19](=[O:20])[C:18]([C:21]([O:23]CC)=[O:22])=[CH:17][N:16]([CH2:26][CH3:27])[C:14]=3[N:15]=2)[CH2:6][CH2:5]1)(=[O:3])[CH3:2]>C(=O)([O-])[O-].[Na+].[Na+]>[C:1]([N:4]1[CH2:9][CH2:8][N:7]([C:10]2[N:11]=[CH:12][C:13]3[C:19](=[O:20])[C:18]([C:21]([OH:23])=[O:22])=[CH:17][N:16]([CH2:26][CH3:27])[C:14]=3[N:15]=2)[CH2:6][CH2:5]1)(=[O:3])[CH3:2] |f:1.2.3|. Procedure details: Ethyl 2-(4-acetyl-1-piperazinyl)-5,8-dihydro-8-ethyl-5-oxopyrido[2,3-d]pyrimidine-6-carboxylate (5.0 g) was dissolved in 35 ml of a 10% aqueous solution of sodium carbonate by heating at 90°C for 30 minutes. The resulting solution was filtered to remove the insoluble material, and the filtrate was neutralized with acetic acid to give a precipitate which was collected and recrystallized from a mixture of benzene and chloroform. There is obtained 4.1 g of the product, m.p. 298° - 300°C. Procedure details: To a solution of 1.47 g of the compound obtained in Step 84-1 in a mixed solution of MeOH and THF (25 ml 4:1; v/v) was added a solution of 2 mol/L dimethylamine MeOH (5.8 ml) and the reaction solution was stirred at room temperature for 24 hours. The reaction solution was concentrated under vacuum and the obtained residue was purified by column chromatography (silicagel 60; mobile phase: CHCl3/MeOH=9/1 to 5/1; v/v) to obtain 0.60 g of the title compound (brown oil). Reaction conditions: time 24 hour. RXN SMILES: [CH3:1][N:2]([CH3:31])[C:3](=[O:30])[C@@H:4]([NH:12]C(=O)OCC1C2C=CC=CC=2C2C1=CC=CC=2)[CH2:5][C:6]1[CH:11]=[CH:10][CH:9]=[CH:8][N:7]=1.CO.CNC.CO>C1COCC1>[NH2:12][C@@H:4]([CH2:5][C:6]1[CH:11]=[CH:10][CH:9]=[CH:8][N:7]=1)[C:3]([N:2]([CH3:31])[CH3:1])=[O:30] |f:2.3|. The solvent is C1CCOC1 (THF). Product: N[C@H](C(=O)N(C)C)CC1=NC=CC=C1 ((2S)-2-amino-N,N-dimethyl-3-(2-pyridinyl) propanamide). Reactants: CN(C([C@H](CC1=NC=CC=C1)NC(OCC1C2=CC=CC=C2C=2C=CC=CC12)=O)=O)C (9H-fluorene-9-ylmethyl [(1S)-2-(dimethylamino)-2-oxo-1-(2-pyridinylmethyl)ethyl]carbamate), CO (MeOH), CNC.CO (dimethylamine MeOH). Isolated yield 87.8%. Starting materials: C1CCOC1, Cc1cc(C)c(S(=O)(=O)n2cccc2C=O)c(C)c1, CO. The product is Cc1cc(C)c(S(=O)(=O)n2cccc2CO)c(C)c1. As a reaction SMILES: [CH2:22]1[O:23][CH2:24][CH2:25][CH2:26]1.[CH3:1][c:2]1[c:3]([S:10](=[O:11])(=[O:12])[n:13]2[c:14]([CH:18]=[O:19])[cH:15][cH:16][cH:17]2)[c:4]([CH3:9])[cH:5][c:6]([CH3:8])[cH:7]1.[CH3:20][OH:21]>>[CH3:1][c:2]1[c:3]([S:10](=[O:11])(=[O:12])[n:13]2[c:14]([CH2:18][OH:19])[cH:15][cH:16][cH:17]2)[c:4]([CH3:9])[cH:5][c:6]([CH3:8])[cH:7]1. Conditions: time 1 hour. Reactants: NC=1C=CC(=C(C(=O)NCC23CC4CC(CC(C2)C4)C3)C1)Cl (5-Amino-2-chloro-N-(tricyclo[3.3.1.13,7]dec-1-ylmethyl)-benzamide), [I-].[K+] (potassium iodide), S(O)(O)(=O)=O (sulphuric acid), N(=O)[O-].[Na+] (sodium nitrite). The yield is 85.3%. Reaction SMILES: N[C:2]1[CH:3]=[CH:4][C:5]([Cl:22])=[C:6]([CH:21]=1)[C:7]([NH:9][CH2:10][C:11]12[CH2:20][CH:15]3[CH2:16][CH:17]([CH2:19][CH:13]([CH2:14]3)[CH2:12]1)[CH2:18]2)=[O:8].S(=O)(=O)(O)O.N([O-])=O.[Na+].[I-:32].[K+]>O1CCCC1.O>[Cl:22][C:5]1[CH:4]=[CH:3][C:2]([I:32])=[CH:21][C:6]=1[C:7]([NH:9][CH2:10][C:11]12[CH2:20][CH:15]3[CH2:16][CH:17]([CH2:19][CH:13]([CH2:14]3)[CH2:12]1)[CH2:18]2)=[O:8] |f:2.3,4.5|. Procedure: To a solution of amino amide from Example 55 (200 mg) in 75% aqueous tetrahydrofuran 1/3 (10 ml) at −5 C. was added sulphuric acid (0.2 ml) followed by sodium nitrite (0.042 g) in water (1 ml). The resulting reaction mixture was stirred for 40 min before potassium iodide (0.136 g) was added. The reaction mixture was heated at 90 C. for 1 hour, cooled to room temperature and diluted with water and extracted with ethyl acetate. The organic layers were separated and dried over magnesium sulphate. T... Product: ClC1=C(C(=O)NCC23CC4CC(CC(C2)C4)C3)C=C(C=C1)I (2-Chloro-5-iodo-N-(tricyclo[3.3.1.13,7]dec-1-ylmethyl)-benzamide). Solvent: O1CCCC1 (tetrahydrofuran), O (water), O (water). The reactants are N1CCC(CC1)NC(=O)C1=CNC2=C1N=CN=C2C2=C(C=CC(=C2)C)OCC2CC2 (4-(2-cyclopropylmethoxy-5-methyl-phenyl)-5H-pyrrolo[3,2-d]pyrimidine-7-carboxylic acid piperidin-4-ylamide), ClC(=O)COC(C)=O (acetic acid chlorocarbonyl-methyl ester). Product: OCC(=O)N1CCC(CC1)NC(=O)C1=CNC2=C1N=CN=C2C2=C(C=CC(=C2)C)OCC2CC2 (4-(2-Cyclopropylmethoxy-5-methyl-phenyl)-5H-pyrrolo[3,2-d]pyrimidine-7-carboxylic acid [1-(2-hydroxy-acetyl)piperidin-4-yl]-amide). Reaction SMILES: [NH:1]1[CH2:6][CH2:5][CH:4]([NH:7][C:8]([C:10]2[C:14]3[N:15]=[CH:16][N:17]=[C:18]([C:19]4[CH:24]=[C:23]([CH3:25])[CH:22]=[CH:21][C:20]=4[O:26][CH2:27][CH:28]4[CH2:30][CH2:29]4)[C:13]=3[NH:12][CH:11]=2)=[O:9])[CH2:3][CH2:2]1.Cl[C:32]([CH2:34][O:35]C(=O)C)=[O:33]>>[OH:35][CH2:34][C:32]([N:1]1[CH2:2][CH2:3][CH:4]([NH:7][C:8]([C:10]2[C:14]3[N:15]=[CH:16][N:17]=[C:18]([C:19]4[CH:24]=[C:23]([CH3:25])[CH:22]=[CH:21][C:20]=4[O:26][CH2:27][CH:28]4[CH2:29][CH2:30]4)[C:13]=3[NH:12][CH:11]=2)=[O:9])[CH2:5][CH2:6]1)=[O:33]. Procedure details: Starting from 4-(2-cyclopropylmethoxy-5-methyl-phenyl)-5H-pyrrolo[3,2-d]pyrimidine-7-carboxylic acid piperidin-4-ylamide (example A171) and acetic acid chlorocarbonyl-methyl ester the title compound is obtained as colorless solid.